This data is from the Open Reaction Database (ORD), a public repository of structured organic reaction records. The task is: describe an organic reaction: reactants, conditions, products, and yield Starting materials: O (water), ClC=1C=C2C(NC(N(C2=CC1Cl)CC(=O)OCC)=O)=O (ethyl 2-(6,7-dichloro-1,2,3,4-tetrahydro-2,4-dioxoquinazolin-1-yl)acetate), BrC1=CC(=C(CBr)C=C1)F (4-bromo-2-fluorobenzyl bromide), [H-].[Na+] (sodium hydride). Run in CN(C=O)C (N,N-dimethylformamide). The product is BrC1=CC(=C(CN2C(N(C3=CC(=C(C=C3C2=O)Cl)Cl)CC(=O)OCC)=O)C=C1)F (ethyl 2-[3-(4-bromo-2-fluorobenzyl)-6,7-dichloro-1,2,3,4-tetrahydro-2,4-dioxoquinazolin-1-yl]acetate). Yield: 92.5%. As a reaction SMILES: [Cl:1][C:2]1[CH:3]=[C:4]2[C:9](=[CH:10][C:11]=1[Cl:12])[N:8]([CH2:13][C:14]([O:16][CH2:17][CH3:18])=[O:15])[C:7](=[O:19])[NH:6][C:5]2=[O:20].[H-].[Na+].[Br:23][C:24]1[CH:31]=[CH:30][C:27]([CH2:28]Br)=[C:26]([F:32])[CH:25]=1.O>CN(C)C=O>[Br:23][C:24]1[CH:31]=[CH:30][C:27]([CH2:28][N:6]2[C:5](=[O:20])[C:4]3[C:9](=[CH:10][C:11]([Cl:12])=[C:2]([Cl:1])[CH:3]=3)[N:8]([CH2:13][C:14]([O:16][CH2:17][CH3:18])=[O:15])[C:7]2=[O:19])=[C:26]([F:32])[CH:25]=1 |f:1.2|. Procedure details: To a suspension of ethyl 2-(6,7-dichloro-1,2,3,4-tetrahydro-2,4-dioxoquinazolin-1-yl)acetate (2.0 g) in N,N-dimethylformamide (50 ml) was added sodium hydride (60% in mineral oil, 288 mg) at room temperature with stirring and the mixture was stirred at the same temperature for 1 hour. To this mixture was added 4-bromo-2-fluorobenzyl bromide (1.93 g) at room temperature with stirring and the mixture was stirred at the same temperature for 2 hours. The solvent was removed to give a residue, which ... The reactants are CCOC(=O)C=Cc1ccc(NC(=O)c2cc([Si](C)(C)C)cc([Si](C)(C)C)c2)cc1F, CCOC(=O)C=C(C)c1cc(F)c(N)cc1F. The product is CCOC(=O)C=C(C)c1cc(F)c(NC(=O)c2cc([Si](C)(C)C)cc([Si](C)(C)C)c2)cc1F. As a reaction SMILES: [CH3:18][Si:19]([c:20]1[cH:21][c:22]([C:23](=[O:24])[NH:25][c:26]2[cH:27][cH:28][c:29]([CH:30]=[CH:31][C:32]([O:33][CH2:34][CH3:35])=[O:36])[c:37]([F:38])[cH:39]2)[cH:40][c:41]([Si:43]([CH3:44])([CH3:45])[CH3:46])[cH:42]1)([CH3:47])[CH3:48].[NH2:1][c:2]1[cH:3][c:4]([F:17])[c:5]([C:9](=[CH:10][C:11](=[O:12])[O:13][CH2:14][CH3:15])[CH3:16])[cH:6][c:7]1[F:8]>>[NH:1]([c:2]1[cH:3][c:4]([F:17])[c:5]([C:9](=[CH:10][C:11](=[O:12])[O:13][CH2:14][CH3:15])[CH3:16])[cH:6][c:7]1[F:8])[C:23]([c:22]1[cH:21][c:20]([Si:19]([CH3:18])([CH3:47])[CH3:48])[cH:42][c:41]([Si:43]([CH3:44])([CH3:45])[CH3:46])[cH:40]1)=[O:24]. RXN SMILES: [NH2:1]/[C:2](/[C:17]#[N:18])=[C:3](\[NH:6][C:7]([NH:9][CH2:10][CH:11]1[CH2:16][CH2:15][CH2:14][CH2:13][CH2:12]1)=[O:8])/[C:4]#[N:5].N/[C:20](=[C:23](\N)/C#N)/[C:21]#N.N(CC1CCCCC1)=C=[O:29].ClCCl.[O:40]1[CH2:44][CH2:43][CH2:42][CH2:41]1>>[CH:11]1([CH2:10][N:9]2[C:7](=[O:8])[NH:6][C:3]3[C:4]2=[N:5][C:41]([C:42]2[CH:23]=[CH:20][CH:21]=[C:44]([OH:40])[CH:43]=2)=[N:1][C:2]=3[C:17]([NH2:18])=[O:29])[CH2:16][CH2:15][CH2:14][CH2:13][CH2:12]1. Starting materials: N/C(/C#N)=C(/C#N)\N (2,3-Diaminomaleonitrile), N(=C=O)CC1CCCCC1 ((isocyanatomethyl)cyclohexane), O1CCCC1 (tetrahydrofuran), ClCCl (Dichloromethane), N\C(=C(\C#N)/NC(=O)NCC1CCCCC1)\C#N ((Z)-1-(2-Amino-1,2-dicyanovinyl)-3-(cyclohexylmethyl)urea). Product: C1(CCCCC1)CN1C2=NC(=NC(=C2NC1=O)C(=O)N)C1=CC(=CC=C1)O (9-(CYCLOHEXYLMETHYL)-2-(3-HYDROXYPHENYL)-8-OXO-8,9-DIHYDRO-7H-PURINE-6-CARBOXAMIDE). Isolated yield 47.0%. Procedure details: (Z)-1-(2-Amino-1,2-dicyanovinyl)-3-(cyclohexylmethyl)urea. 2,3-Diaminomaleonitrile (0.119 g, 1.10 mmol) and (isocyanatomethyl)cyclohexane (0.140 g, 1.00 mmol) in tetrahydrofuran (2 mL) were reacted according to General Procedure A. Dichloromethane and hexanes were added to the solution and the resultant precipitate was filtered and dried to afford the title compound (0.200 g, 47%). MS (ESI) m/z 248.2 [M+1]+. The solvent is hexanes.